This data is from the Open Reaction Database (ORD), a public repository of structured organic reaction records. The task is: describe an organic reaction: reactants, conditions, products, and yield Reactants: CC(O)(CSc1cccc2ccccc12)C(=O)Nc1ccc(C#N)c(C(F)(F)F)c1, ClCCl, O=C(OC(=O)C(F)(F)F)C(F)(F)F, O, OO. The product is CC(O)(CS(=O)(=O)c1cccc2ccccc12)C(=O)Nc1ccc(C#N)c(C(F)(F)F)c1. RXN SMILES: [C:1](#[N:2])[c:3]1[c:4]([C:27]([F:28])([F:29])[F:30])[cH:5][c:6]([NH:9][C:10]([C:11]([CH2:12][S:13][c:14]2[cH:15][cH:16][cH:17][c:18]3[cH:19][cH:20][cH:21][cH:22][c:23]23)([CH3:24])[OH:25])=[O:26])[cH:7][cH:8]1.[Cl:47][CH2:48][Cl:49].[F:33][C:34]([F:35])([F:37])[C:38](=[O:36])[O:39][C:40](=[O:41])[C:42]([F:43])([F:44])[F:45].[OH2:46].[OH:31][OH:32]>>[C:1](#[N:2])[c:3]1[c:4]([C:27]([F:28])([F:29])[F:30])[cH:5][c:6]([NH:9][C:10]([C:11]([CH2:12][S:13]([c:14]2[cH:15][cH:16][cH:17][c:18]3[cH:19][cH:20][cH:21][cH:22][c:23]23)(=[O:36])=[O:46])([CH3:24])[OH:25])=[O:26])[cH:7][cH:8]1. Reactants: COC1=C(CC=2C=CC(NN2)=O)C=C(C=C1)OC1=C2CCCC2=C(C=C1C)[N+](=O)[O-] (6-[2-methoxy-5-(5-methyl-7-nitroindan-4-yloxy)benzyl]-2H-pyridazine-3-one), Br (hydrobromic acid), O (water). Solvent: C(C)(=O)O (acetic acid). Product: OC1=C(CC=2C=CC(NN2)=O)C=C(C=C1)OC1=C2CCCC2=C(C=C1C)[N+](=O)[O-] (6-[2-Hydroxy-5-(5-methyl-7-nitroindan-4-yloxy)benzyl]-2H-pyridazine-3-one). The yield is 39.7%. Reaction SMILES: C[O:2][C:3]1[CH:16]=[CH:15][C:14]([O:17][C:18]2[C:26]([CH3:27])=[CH:25][C:24]([N+:28]([O-:30])=[O:29])=[C:23]3[C:19]=2[CH2:20][CH2:21][CH2:22]3)=[CH:13][C:4]=1[CH2:5][C:6]1[CH:7]=[CH:8][C:9](=[O:12])[NH:10][N:11]=1.Br.O>C(O)(=O)C>[OH:2][C:3]1[CH:16]=[CH:15][C:14]([O:17][C:18]2[C:26]([CH3:27])=[CH:25][C:24]([N+:28]([O-:30])=[O:29])=[C:23]3[C:19]=2[CH2:20][CH2:21][CH2:22]3)=[CH:13][C:4]=1[CH2:5][C:6]1[CH:7]=[CH:8][C:9](=[O:12])[NH:10][N:11]=1. Reported procedure: To a solution of 6-[2-methoxy-5-(5-methyl-7-nitroindan-4-yloxy)benzyl]-2H-pyridazine-3-one (704 mg) in acetic acid (10 mL) was added hydrobromic acid (48%, 10 mL). The mixture was heated at reflux temperature under an argon atmosphere overnight. After adding water, the reaction mixture was extracted with dichloromethane. The organic layer was washed with water and brine successively, and dried over anhydrous magnesium sulfate. The solvent was removed under reduced pressure. The residue was cryst... The reactants are C1(=CC=CC=C1)C=1CCC2=CC=CC=C2C1C(C1=CC=C(C=C1)OC)=O (3-phenyl-4-(4-methoxybenzoyl)-1,2-dihydronaphthalene), [Cl-].[NH4+] (ammonium chloride), [S-]CC.[Na+] (sodium thioethoxide). The solvent is CN(C)C=O (DMF), CN(C=O)C (N,N-dimethyl formamide). Reaction conditions: temperature 80 celsius. Yields the product C1(=CC=CC=C1)C=1CCC2=CC=CC=C2C1C(C1=CC=C(C=C1)O)=O (3-phenyl-4-(4-hydroxybenzoyl)-1,2-dihydronaphthalene). Yield: 86.3%. As a reaction SMILES: [C:1]1([C:7]2[CH2:8][CH2:9][C:10]3[C:15]([C:16]=2[C:17](=[O:26])[C:18]2[CH:23]=[CH:22][C:21]([O:24]C)=[CH:20][CH:19]=2)=[CH:14][CH:13]=[CH:12][CH:11]=3)[CH:6]=[CH:5][CH:4]=[CH:3][CH:2]=1.[S-]CC.[Na+].[Cl-].[NH4+]>CN(C=O)C>[C:1]1([C:7]2[CH2:8][CH2:9][C:10]3[C:15]([C:16]=2[C:17](=[O:26])[C:18]2[CH:19]=[CH:20][C:21]([OH:24])=[CH:22][CH:23]=2)=[CH:14][CH:13]=[CH:12][CH:11]=3)[CH:2]=[CH:3][CH:4]=[CH:5][CH:6]=1 |f:1.2,3.4|. Procedure: To 2.0 grams (0.006 mole) of the above dihydronaphthalene dissolved in 10 ml. of N,N-dimethyl formamide were added 7.5 mmoles of sodium thioethoxide in 15 ml. of DMF. The addition was carried out under a nitrogen atmosphere and at 80° C. The mixture was maintained at 80° C. for fifteen hours. The mixture then was cooled and poured into an iced aqueous ammonium chloride solution. The resulting mixture was extracted with ethyl acetate, and the ethyl acetate extract was washed four times with aqueo... Reactants: ClC1C(CCCC1=O)=O (2-chloro-1,3-cyclohexanedione), C(N)(OCC)=S (ethyl thiocarbamate). The solvent is O (water). Reaction conditions: temperature 140 celsius. Yields the product O=C1CCCC=2NC(SC21)=O (7-oxo-2,3,4,5,6,7-hexahydrobenzothiazoline-2-one). Isolated yield 36.1%. As a reaction SMILES: Cl[CH:2]1[C:7](=O)[CH2:6][CH2:5][CH2:4][C:3]1=[O:9].[C:10](=[S:15])([O:12]CC)[NH2:11]>O>[O:9]=[C:3]1[C:2]2[S:15][C:10](=[O:12])[NH:11][C:7]=2[CH2:6][CH2:5][CH2:4]1. Reported procedure: A mixture of 29.3 g of 2-chloro-1,3-cyclohexanedione [Muehlstaedt et al, J. Prakt Chem., Vol. 20 (1963), p. 285] and 21 g of ethyl thiocarbamate was heated at 140° C for 15 minutes and was then poured into water. The precipitate formed was recovered by vacuum filtering and was crystallized from isopropyl alcohol to obtain 12.2 g of 7-oxo-2,3,4,5,6,7-hexahydrobenzothiazoline-2-one melting at 262° C. Starting materials: ClC1=C2C(=NC=C1)N(C(=C2)C2=CN(C1=CC(=C(C=C21)OC)OC)CCCl)S(=O)(=O)C2=CC=C(C=C2)C (4-chloro-2-[1-(2-chloroethyl)-5,6-dimethoxy-1H-indol-3-yl]-1-(toluene-4-sulfonyl)-1H-pyrrolo[2,3-b]pyridine), [I-].[Na+] (sodium iodide). The solvent is CC(CC)=O (2-butanone). Yields the product ClC1=C2C(=NC=C1)N(C(=C2)C2=CN(C1=CC(=C(C=C21)OC)OC)CCI)S(=O)(=O)C2=CC=C(C=C2)C (4-chloro-2-[1-(2-iodoethyl)-5,6-dimethoxy-1H-indol-3-yl]-1-(toluene-4-sulfonyl)-1H-pyrrolo[2,3-b]pyridine). Isolated yield 110.4%. Reaction SMILES: [Cl:1][C:2]1[CH:7]=[CH:6][N:5]=[C:4]2[N:8]([S:27]([C:30]3[CH:35]=[CH:34][C:33]([CH3:36])=[CH:32][CH:31]=3)(=[O:29])=[O:28])[C:9]([C:11]3[C:19]4[C:14](=[CH:15][C:16]([O:22][CH3:23])=[C:17]([O:20][CH3:21])[CH:18]=4)[N:13]([CH2:24][CH2:25]Cl)[CH:12]=3)=[CH:10][C:3]=12.[I-:37].[Na+]>CC(=O)CC>[Cl:1][C:2]1[CH:7]=[CH:6][N:5]=[C:4]2[N:8]([S:27]([C:30]3[CH:35]=[CH:34][C:33]([CH3:36])=[CH:32][CH:31]=3)(=[O:29])=[O:28])[C:9]([C:11]3[C:19]4[C:14](=[CH:15][C:16]([O:22][CH3:23])=[C:17]([O:20][CH3:21])[CH:18]=4)[N:13]([CH2:24][CH2:25][I:37])[CH:12]=3)=[CH:10][C:3]=12 |f:1.2|. Reported procedure: A suspension of 0.760 g of 4-chloro-2-[1-(2-chloroethyl)-5,6-dimethoxy-1H-indol-3-yl]-1-(toluene-4-sulfonyl)-1H-pyrrolo[2,3-b]pyridine and 0.315 g of sodium iodide in 70 ml of 2-butanone is brought to reflux for approximately 24 hours. The reaction mixture is evaporated to dryness under reduced pressure (13 kPa), taken up with 50 ml of water, and extracted with three times 50 ml of ethyl acetate. The combined organic phases are dried over magnesium sulfate, filtered and concentrated to dryness u...